This data is from the Open Reaction Database (ORD), a public repository of structured organic reaction records. The task is: describe an organic reaction: reactants, conditions, products, and yield Reactants: O=C(CCCC(=O)C(F)(F)F)c1ccc(Br)cc1, O=C([O-])[O-], O=C([O-])O, Cc1ccccc1, [K+], [K+], [Na+], OB(O)c1cccc2ccccc12, c1ccc(P(c2ccccc2)(c2ccccc2)[Pd](P(c2ccccc2)(c2ccccc2)c2ccccc2)(P(c2ccccc2)(c2ccccc2)c2ccccc2)P(c2ccccc2)(c2ccccc2)c2ccccc2)cc1. The product is O=C(CCCC(=O)C(F)(F)F)c1ccc(-c2cccc3ccccc23)cc1. RXN SMILES: [Br:20][c:21]1[cH:22][cH:23][c:24]([C:27]([CH2:28][CH2:29][CH2:30][C:31]([C:32]([F:33])([F:34])[F:35])=[O:36])=[O:37])[cH:25][cH:26]1.[C:14](=[O:15])([O-:16])[O-:17].[C:38](=[O:39])([O-:40])[OH:41].[CH3:43][c:44]1[cH:45][cH:46][cH:47][cH:48][cH:49]1.[K+:18].[K+:19].[Na+:42].[c:1]1([B:11]([OH:12])[OH:13])[cH:2][cH:3][cH:4][c:5]2[cH:6][cH:7][cH:8][cH:9][c:10]12.[cH:50]1[cH:51][cH:52][c:53]([P:54]([Pd:55]([P:56]([c:57]2[cH:58][cH:59][cH:60][cH:61][cH:62]2)([c:63]2[cH:64][cH:65][cH:66][cH:67][cH:68]2)[c:69]2[cH:70][cH:71][cH:72][cH:73][cH:74]2)([P:75]([c:76]2[cH:77][cH:78][cH:79][cH:80][cH:81]2)([c:82]2[cH:83][cH:84][cH:85][cH:86][cH:87]2)[c:88]2[cH:89][cH:90][cH:91][cH:92][cH:93]2)[P:94]([c:95]2[cH:96][cH:97][cH:98][cH:99][cH:100]2)([c:101]2[cH:102][cH:103][cH:104][cH:105][cH:106]2)[c:107]2[cH:108][cH:109][cH:110][cH:111][cH:112]2)([c:113]2[cH:114][cH:115][cH:116][cH:117][cH:118]2)[c:119]2[cH:120][cH:121][cH:122][cH:123][cH:124]2)[cH:125][cH:126]1>>[c:1]1(-[c:21]2[cH:22][cH:23][c:24]([C:27]([CH2:28][CH2:29][CH2:30][C:31]([C:32]([F:33])([F:34])[F:35])=[O:36])=[O:37])[cH:25][cH:26]2)[cH:2][cH:3][cH:4][c:5]2[cH:6][cH:7][cH:8][cH:9][c:10]12. Reactants: N1(CCSCC1)C=1SC=C(N1)C=O (2-(thiomorpholin-4-yl)thiazole-4-carbaldehyde), N (ammonia), S1C(=S)N(C(=O)C1)CC(=O)O (rhodanine-3-acetic acid), [Cl-].[NH4+] (ammonium chloride). Run in C(C)O (ethanol). The product is N1(CCSCC1)C=1SC=C(N1)C=C1C(N(C(S1)=S)CC(=O)O)=O (5-[2-(Thiomorpholin-4-yl)thiazol-4-ylmethylene]rhodanine-3-acetic acid). Reaction SMILES: [N:1]1([C:7]2[S:8][CH:9]=[C:10]([CH:12]=O)[N:11]=2)[CH2:6][CH2:5][S:4][CH2:3][CH2:2]1.[S:14]1[CH2:20][C:18](=[O:19])[N:17]([CH2:21][C:22]([OH:24])=[O:23])[C:15]1=[S:16].[Cl-].[NH4+].N>C(O)C>[N:1]1([C:7]2[S:8][CH:9]=[C:10]([CH:12]=[C:20]3[S:14][C:15](=[S:16])[N:17]([CH2:21][C:22]([OH:24])=[O:23])[C:18]3=[O:19])[N:11]=2)[CH2:2][CH2:3][S:4][CH2:5][CH2:6]1 |f:2.3|. Procedure: The reaction described in Example 1 was repeated, but using 0.85 g of 2-(thiomorpholin-4-yl)thiazole-4-carbaldehyde, 0.76 g of rhodanine-3-acetic acid, 0.4 g of ammonium chloride, 0.4 ml of 28% v/v aqueous ammonia and 30 ml of ethanol, giving the title compound as yellow crystals. The reactants are Cc1cc(C)c(N)c(C)c1, CS(C)=O, CCC(CC)Nc1cc(C)nc(Cl)c1[N+](=O)[O-]. Product: CCC(CC)Nc1cc(C)nc(Nc2c(C)cc(C)cc2C)c1[N+](=O)[O-]. Reaction SMILES: [CH3:18][c:19]1[c:20]([NH2:21])[c:22]([CH3:27])[cH:23][c:24]([CH3:26])[cH:25]1.[CH3:28][S:29]([CH3:30])=[O:31].[Cl:1][c:2]1[n:3][c:4]([CH3:17])[cH:5][c:6]([NH:11][CH:12]([CH2:13][CH3:14])[CH2:15][CH3:16])[c:7]1[N+:8](=[O:9])[O-:10]>>[c:2]1([NH:21][c:20]2[c:19]([CH3:18])[cH:25][c:24]([CH3:26])[cH:23][c:22]2[CH3:27])[n:3][c:4]([CH3:17])[cH:5][c:6]([NH:11][CH:12]([CH2:13][CH3:14])[CH2:15][CH3:16])[c:7]1[N+:8](=[O:9])[O-:10]. Reactants: C (charcoal), O.NN (hydrazine hydrate), ClC1=CC(=C(C=C1)CC)[N+](=O)[O-] (4-chloro-1-ethyl-2-nitrobenzene). The reagents and catalysts are [Fe](Cl)(Cl)Cl (iron (III) chloride). The solvent is CO (methanol), CO (methanol). The product is ClC=1C=CC(=C(N)C1)CC (5-Chloro-2-ethylaniline). Isolated yield 97.1%. As a reaction SMILES: O.NN.[Cl:4][C:5]1[CH:10]=[CH:9][C:8]([CH2:11][CH3:12])=[C:7]([N+:13]([O-])=O)[CH:6]=1.C>CO.[Fe](Cl)(Cl)Cl>[Cl:4][C:5]1[CH:10]=[CH:9][C:8]([CH2:11][CH3:12])=[C:7]([CH:6]=1)[NH2:13] |f:0.1|. Procedure: A solution of hydrazine hydrate (6.95 mL, 134.7 mmol) in methanol (50 mL) was added drop wise to a solution of 4-chloro-1-ethyl-2-nitrobenzene (6.25 g, 33.7 mmol) in methanol (120 mL), in the presence of iron (III) chloride (547 mg, 3.4 mmol) and activated charcoal (547 mg) and the reaction mixture was stirred under reflux for 13 h. The solids were filtered over celite, the filtrate concentrated and purified by flash chromatography (hexane/EtOAc 9/1) to obtain the title compound as a light-pink ...